From a dataset of the Open Reaction Database (ORD), a public repository of structured organic reaction records. describe an organic reaction: reactants, conditions, products, and yield Starting materials: O(C1=CC=CC=C1)C1=CC=C(C=C1)C(C(=O)OC)(C(=O)OC)CCCCCC (Dimethyl 2-(4-phenoxyphenyl)-2-n-hexylmalonate), NC(=O)N (urea), Mg(OCH3)2, Mg(OCH3)2was, CO (CH3OH), [H][H] (hydrogen). Reagents/catalysts: C(Cl)(Cl)(Cl)Cl (CCl4). Solvent: CCOC(=O)C (EtOAc). Product: C(CCCCC)C1(C(NC(NC1=O)=O)=O)C1=CC=C(C=C1)OC1=CC=CC=C1 (5-n-hexyl-5-(4-phenoxyphenyl)pyrimidine-2,4,6-trione). The yield is 66.7%. Reaction SMILES: CO.[H][H].[O:5]([C:12]1[CH:17]=[CH:16][C:15]([C:18]([CH2:27][CH2:28][CH2:29][CH2:30][CH2:31][CH3:32])([C:23](OC)=[O:24])[C:19](OC)=[O:20])=[CH:14][CH:13]=1)[C:6]1[CH:11]=[CH:10][CH:9]=[CH:8][CH:7]=1.[NH2:33][C:34]([NH2:36])=[O:35]>C(Cl)(Cl)(Cl)Cl.CCOC(C)=O>[CH2:27]([C:18]1([C:15]2[CH:14]=[CH:13][C:12]([O:5][C:6]3[CH:11]=[CH:10][CH:9]=[CH:8][CH:7]=3)=[CH:17][CH:16]=2)[C:23](=[O:24])[NH:36][C:34](=[O:35])[NH:33][C:19]1=[O:20])[CH2:28][CH2:29][CH2:30][CH2:31][CH3:32]. Procedure details: Mg(OCH3)2was prepared as follows: To a 25 mL round-bottom flask under argon was added Mg tunings (90 mg, 3.70 mmol), dry CH3OH (2 mL), 2 drops of CCl4 and a catalytic amount of Mg powder. An exothermic reaction took place and hydrogen gas evolution was observed. After the initial exothermic reaction subsided, the reaction mixture was heated to reflux for 1 hour and then cooled to room temperature. Dimethyl 2-(4-phenoxyphenyl)-2-n-hexylmalonate (500 mg, 1.30 mmol) and urea (162 mg, 2.70 mmol) wer... Starting materials: CN(C)C=O, [H-], [H][H], [Na+], O, CC(C)(C)OC(=O)NO, ClCc1cccc2ccccc12. Yields the product CC(C)(C)OC(=O)NOCc1cccc2ccccc12. As a reaction SMILES: [CH3:26][N:27]([CH3:28])[CH:29]=[O:30].[H-:1].[H:12][H:13].[Na+:2].[OH2:31].[OH:3][NH:4][C:5]([O:6][C:7]([CH3:8])([CH3:9])[CH3:10])=[O:11].[c:14]1([CH2:24][Cl:25])[cH:15][cH:16][cH:17][c:18]2[cH:19][cH:20][cH:21][cH:22][c:23]12>>[O:3]([NH:4][C:5]([O:6][C:7]([CH3:8])([CH3:9])[CH3:10])=[O:11])[CH2:24][c:14]1[cH:15][cH:16][cH:17][c:18]2[cH:19][cH:20][cH:21][cH:22][c:23]12. Starting materials: ice, C(C=C(C)C)C1=CC=C(C=C1)C(C(=O)O)C (2-(p-prenylphenyl)propionic acid), C1(CCCCC1)O (cyclohexanol), N1=CC=CC=C1 (pyridine), S(=O)(Cl)Cl (thionyl chloride), N1=CC=CC=C1 (pyridine). The solvent is C1=CC=CC=C1 (benzene). Run at time 1 hour. Yields the product C(C=C(C)C)C1=CC=C(C=C1)C(C(=O)OC1CCCCC1)C (cyclohexyl 2-(p-prenylphenyl)propionate). Yield: 65.7%. Reaction SMILES: [CH2:1]([C:6]1[CH:11]=[CH:10][C:9]([CH:12]([CH3:16])[C:13]([OH:15])=[O:14])=[CH:8][CH:7]=1)[CH:2]=[C:3]([CH3:5])[CH3:4].S(Cl)(Cl)=O.N1C=CC=CC=1.[CH:27]1(O)[CH2:32][CH2:31][CH2:30][CH2:29][CH2:28]1>C1C=CC=CC=1>[CH2:1]([C:6]1[CH:7]=[CH:8][C:9]([CH:12]([CH3:16])[C:13]([O:15][CH:27]2[CH2:32][CH2:31][CH2:30][CH2:29][CH2:28]2)=[O:14])=[CH:10][CH:11]=1)[CH:2]=[C:3]([CH3:5])[CH3:4]. Reported procedure: To an ice-cooled solution of 26.0 g of 2-(p-prenylphenyl)propionic acid in 200 ml of benzene were added dropwise 15.7 g of thionyl chloride and 10.4 g of pyridine at the same time with stirring over one hour, and then the mixture was stirred at room temperature for 30 minutes. After ice-cooling, to this mixture were added 13.0 g of cyclohexanol and 10.4 g of pyridine. The resulting mixture was stirred for 2 hours at room temperature, and then washed with 1 N hydrochloric acid, water, 5% aqueous ... Reported procedure: 5,7-Dibromothieno[2,3-c]pyridine (2.04 g), 1-ethylpiperidine (0.95 g) and potassium carbonate (2.0 g) were reacted in N,N-dimethylformamide (15 ml) at 70° C. for 2 hr. The reaction mixture was evaporated, and the resulting residue was partitioned between ethyl acetate and water. The ethyl acetate layer was washed with water and brine, and dried over magnesium sulfate. The resulting residue was purified by silica gel column chromatography (ethyl acetate/methanol system), to give 7-(4-ethylpiperid... As a reaction SMILES: [Br:1][C:2]1[CH:3]=[C:4]2[CH:11]=[CH:10][S:9][C:5]2=[C:6](Br)[N:7]=1.C(N1[CH2:19][CH2:18][CH2:17][CH2:16]C1)C.[C:20](=O)([O-])[O-].[K+].[K+].[CH3:26][N:27]([CH3:30])C=O>>[CH2:17]([CH:18]1[CH2:19][CH2:30][N:27]([C:6]2[N:7]=[C:2]([Br:1])[CH:3]=[C:4]3[CH:11]=[CH:10][S:9][C:5]=23)[CH2:26][CH2:20]1)[CH3:16] |f:2.3.4|. Starting materials: BrC=1C=C2C(=C(N1)Br)SC=C2 (5,7-Dibromothieno[2,3-c]pyridine), C(C)N1CCCCC1 (1-ethylpiperidine), C([O-])([O-])=O.[K+].[K+] (potassium carbonate), CN(C=O)C (N,N-dimethylformamide). Product: C(C)C1CCN(CC1)C=1N=C(C=C2C1SC=C2)Br (7-(4-ethylpiperidin-1-yl)-5-bromothieno[2,3-c]pyridine). The reactants are Cc1cccc(C)c1-n1cc(C#N)c(=O)[nH]c1=O, CC[N+](CC)(CC)Cc1ccccc1, [Cl-], ClSC(Cl)(Cl)C(Cl)Cl, ClCCl, [Na+], [OH-], O. Yields the product Cc1cccc(C)c1-n1cc(C#N)c(=O)n(SC(Cl)(Cl)C(Cl)Cl)c1=O. Reaction SMILES: [C:3](#[N:4])[c:5]1[c:6](=[O:20])[nH:7][c:8](=[O:19])[n:9](-[c:11]2[c:12]([CH3:18])[cH:13][cH:14][cH:15][c:16]2[CH3:17])[cH:10]1.[CH2:34]([N+:35]([CH2:36][CH3:37])([CH2:38][CH3:39])[CH2:40][c:41]1[cH:42][cH:43][cH:44][cH:45][cH:46]1)[CH3:47].[Cl-:33].[Cl:21][C:22]([CH:23]([Cl:24])[Cl:25])([S:26][Cl:27])[Cl:28].[Cl:30][CH2:31][Cl:32].[Na+:2].[OH-:1].[OH2:29]>>[C:3](#[N:4])[c:5]1[c:6](=[O:20])[n:7]([S:26][C:22]([Cl:21])([CH:23]([Cl:24])[Cl:25])[Cl:28])[c:8](=[O:19])[n:9](-[c:11]2[c:12]([CH3:18])[cH:13][cH:14][cH:15][c:16]2[CH3:17])[cH:10]1. Starting materials: CS(=O)C=1C=CC2=C(C=CC3=C(S2(=O)=O)C=C(C=C3)C(=O)O)C1 (8-methylsulfinyldibenzo[b,f]thiepin-3-carboxylic acid 5,5-dioxide), C1=CC(=CC=2S(C3=C(C=CC21)C=CC=C3)(=O)=O)C(=O)O (dibenzo[b,f]thiepin-3-carboxylic acid 5,5-dioxide). Yields the product OCC=1C=CC2=C(S(C3=C(C=C2)C=C(C=C3)S(=O)C)(=O)=O)C1 (3-Hydroxymethyl-8-methylsulfinyl-dibenzo[b,f]thiepin-5,5-dioxide). RXN SMILES: [CH3:1][S:2]([C:4]1[CH:5]=[CH:6][C:7]2[S:13](=[O:15])(=[O:14])[C:12]3[CH:16]=[C:17]([C:20](O)=[O:21])[CH:18]=[CH:19][C:11]=3[CH:10]=[CH:9][C:8]=2[CH:23]=1)=[O:3].C1C2C=CC3C=CC=CC=3S(=O)(=O)C=2C=C(C(O)=O)C=1>>[OH:21][CH2:20][C:17]1[CH:18]=[CH:19][C:11]2[CH:10]=[CH:9][C:8]3[CH:23]=[C:4]([S:2]([CH3:1])=[O:3])[CH:5]=[CH:6][C:7]=3[S:13](=[O:14])(=[O:15])[C:12]=2[CH:16]=1. Reported procedure: Repeat the process of Example 6, substituting an equivalent quantity of 8-methylsulfinyldibenzo[b,f]thiepin-3-carboxylic acid 5,5-dioxide for the dibenzo[b,f]thiepin-3-carboxylic acid 5,5-dioxide, to obtain the title product.